Dataset: the Open Reaction Database (ORD), a public repository of structured organic reaction records. Task: describe an organic reaction: reactants, conditions, products, and yield Reactants: CN(C)CCc1sc2ccccc2c1Br, CN(C)CCN(C)C, [Li]CCCC, Cc1ccccc1, O=Cc1ccccn1. Yields the product CN(C)CCc1sc2ccccc2c1C(O)c1ccccn1. RXN SMILES: [Br:1][c:2]1[c:3]2[c:4]([s:5][c:6]1[CH2:7][CH2:8][N:9]([CH3:10])[CH3:11])[cH:12][cH:13][cH:14][cH:15]2.[CH3:16][N:17]([CH3:18])[CH2:19][CH2:20][N:21]([CH3:22])[CH3:23].[CH3:24][CH2:25][CH2:26][CH2:27][Li:28].[CH3:37][c:38]1[cH:39][cH:40][cH:41][cH:42][cH:43]1.[n:29]1[c:30]([CH:35]=[O:36])[cH:31][cH:32][cH:33][cH:34]1>>[c:2]1([CH:35]([c:30]2[n:29][cH:34][cH:33][cH:32][cH:31]2)[OH:36])[c:3]2[c:4]([s:5][c:6]1[CH2:7][CH2:8][N:9]([CH3:10])[CH3:11])[cH:12][cH:13][cH:14][cH:15]2. The reactants are B(Br)(Br)Br (boron tribromide), B(Br)(Br)Br (boron tribromide), ClC=1C=2NC=3C=C4N(C(OC4=C(CCC4=CC=CC(NC(=NC1)N2)=C4)C3)=O)CC(=O)OC (methyl [4-chloro-19-oxo-18-oxa-2,6,8,20,25-pentaazapentacyclo[14.6.1.1(3,7).1(9,13).0(17,21)]pentacosa-1(23),3(25),4,6,9(24),10,12,16,21-nonaen-20-yl]acetate), B(Br)(Br)Br (boron tribromide). The solvent is ClCCl (dichloromethane), ClCCl (dichloromethane), ClCCl (dichloromethane), ClCCl (dichloromethane). Reaction conditions: temperature 20 celsius, time 16 hour. Product: ClC=1C=2NC=3C=C4N(C(OC4=C(CCC4=CC=CC(NC(=NC1)N2)=C4)C3)=O)CC(=O)O ([4-Chloro-19-oxo-18-oxa-2,6,8,20,25-pentaazapentacyclo[14.6.1.1(3,7).1(9,13).0(17,21)]pentacosa-1(23),3(25),4,6,9(24),10,12,16,21-nonaen-20-yl]aceticacid). Yield: 67.2%. As a reaction SMILES: [Cl:1][C:2]1[C:3]2[NH:4][C:5]3[CH:6]=[C:7]4[C:11](=[C:12]([CH:26]=3)[CH2:13][CH2:14][C:15]3[CH:25]=[C:19]([NH:20][C:21]([N:24]=2)=[N:22][CH:23]=1)[CH:18]=[CH:17][CH:16]=3)[O:10][C:9](=[O:27])[N:8]4[CH2:28][C:29]([O:31]C)=[O:30].B(Br)(Br)Br>ClCCl>[Cl:1][C:2]1[C:3]2[NH:4][C:5]3[CH:6]=[C:7]4[C:11](=[C:12]([CH:26]=3)[CH2:13][CH2:14][C:15]3[CH:25]=[C:19]([NH:20][C:21]([N:24]=2)=[N:22][CH:23]=1)[CH:18]=[CH:17][CH:16]=3)[O:10][C:9](=[O:27])[N:8]4[CH2:28][C:29]([OH:31])=[O:30]. Reported procedure: A solution of methyl [4-chloro-19-oxo-18-oxa-2,6,8,20,25-pentaazapentacyclo[14.6.1.1(3,7).1(9,13).0(17,21)]pentacosa-1(23),3(25),4,6,9(24),10,12,16,21-nonaen-20-yl]acetate (0.23 g, 0.51 mmol) in dichloromethane (15 mL) at −78° C. was treated with 1 M of boron tribromide in dichloromethane (1.5 mL, 1.5 mmol) and stirred at 20° C. for 16 h. The reaction mixture was cooled to 0° C., treated with additional 1 M of boron tribromide in dichloromethane (1.5 mL, 1.5 mmol), and stirred at 20° C. for 6 h.... The reactants are C1(=CC=CC=C1)O (phenol), S(O)(O)(=O)=O (sulfuric acid), 6I, C=1(C(=CC=C(C1)C)C)O (2,5-xylenol), N(=O)[O-].[Na+] (sodium nitrite). Run in O (water), O (water), C(C)(=O)O (acetic acid), O (water). Conditions: time 12.5 minute. Yields the product N(=O)C=1C=C(C(=CC1C)O)C (4-Nitroso-2,5-xylenol). RXN SMILES: S(=O)(=O)(O)O.[C:6]1([OH:14])[C:7]([CH3:13])=[CH:8][CH:9]=[C:10]([CH3:12])[CH:11]=1.C1(O)C=CC=CC=1.[N:22]([O-])=[O:23].[Na+]>O.C(O)(=O)C>[N:22]([C:9]1[CH:8]=[C:7]([CH3:13])[C:6]([OH:14])=[CH:11][C:10]=1[CH3:12])=[O:23] |f:3.4|. Reported procedure: A solution of 20 mL of 36N sulfuric acid solution in 40 mL of water (60 mL of 12N sulfuric acid) is added to a mixture of 6I g (500 mmol) of 2,5-xylenol and 200 mL of glacial acetic acid. A homogeneous solution is produced initially, but on continued stirring some of the phenol crystallizes. A solution of 35 g (500 mmol) of sodium nitrite in 60 mL of water is added dropwise to the previous mixture over 60 minutes at 5° to 10° C. Stirring is continued for 10 to 15 minutes and the heterogeneous mi...